From a dataset of the Open Reaction Database (ORD), a public repository of structured organic reaction records. describe an organic reaction: reactants, conditions, products, and yield Reactants: CC(C)(C)OC(=O)CBr, CCOC(=O)c1ccc(NC(C)CO)c(Cl)c1, [H-], [Na+], CN(C)C=O, O. The product is CCOC(=O)c1ccc(NC(C)COCC(=O)OC(C)(C)C)c(Cl)c1. As a reaction SMILES: [Br:20][CH2:21][C:22](=[O:23])[O:24][C:25]([CH3:26])([CH3:27])[CH3:28].[Cl:1][c:2]1[cH:3][c:4]([C:5](=[O:6])[O:7][CH2:8][CH3:9])[cH:10][cH:11][c:12]1[NH:13][CH:14]([CH2:15][OH:16])[CH3:17].[H-:18].[Na+:19].[O:30]=[CH:31][N:32]([CH3:33])[CH3:34].[OH2:29]>>[Cl:1][c:2]1[cH:3][c:4]([C:5](=[O:6])[O:7][CH2:8][CH3:9])[cH:10][cH:11][c:12]1[NH:13][CH:14]([CH2:15][O:16][CH2:21][C:22](=[O:23])[O:24][C:25]([CH3:26])([CH3:27])[CH3:28])[CH3:17]. Reactants: C(CCC)NC1=NC=CC(=N1)C=1C(=NN2C1C=CC=C2Cl)C2=CC=C(C=C2)F (N-butyl-4-[7-chloro-2-(4-fluorophenyl)pyrazolo[1,5-α]pyridin-3-yl]-2-pyrimidinamine), C(C=C)N (allylamine). Product: C(C=C)NC1=CC=CC=2N1N=C(C2C2=NC(=NC=C2)NCCCC)C2=CC=C(C=C2)F (N-allyl-3-[2-(butylamino)-4-pyrimidinyl]-2-(4-fluorophenyl)pyrazolo[1,5-α]pyridin-7-amine). Yield: 88.5%. As a reaction SMILES: [CH2:1]([NH:5][C:6]1[N:11]=[C:10]([C:12]2[C:13]([C:22]3[CH:27]=[CH:26][C:25]([F:28])=[CH:24][CH:23]=3)=[N:14][N:15]3[C:20](Cl)=[CH:19][CH:18]=[CH:17][C:16]=23)[CH:9]=[CH:8][N:7]=1)[CH2:2][CH2:3][CH3:4].[CH2:29]([NH2:32])[CH:30]=[CH2:31]>>[CH2:29]([NH:32][C:20]1[N:15]2[N:14]=[C:13]([C:22]3[CH:27]=[CH:26][C:25]([F:28])=[CH:24][CH:23]=3)[C:12]([C:10]3[CH:9]=[CH:8][N:7]=[C:6]([NH:5][CH2:1][CH2:2][CH2:3][CH3:4])[N:11]=3)=[C:16]2[CH:17]=[CH:18][CH:19]=1)[CH:30]=[CH2:31]. Procedure details: A solution of N-butyl-4-[7-chloro-2-(4-fluorophenyl)pyrazolo[1,5-α]pyridin-3-yl]-2-pyrimidinamine (0.15 g, 0.38 mmol) in allylamine (5 mL, 67 mmol) was heated at 85° C. in a sealed tube for 88 hours. After cooling and concentrating the reaction mixture, flash chromatography (4:1 hexanes-ethyl acetate) afforded N-allyl-3-[2-(butylamino)-4-pyrimidinyl]-2-(4-fluorophenyl)pyrazolo[1,5-α]pyridin-7-amine (0.14 g, 88%) as a pale yellow foam. 1H NMR (CDCl3): δ 7.89 (broad, 1H), 7.78 (d, 1H), 7.62 (m, 2H... Product: N1=CN=C(C2=C1SC1=C2C=CC=C1)O (Benzo[4,5]thieno[2,3-d]pyrimidin-4-ol). Reaction SMILES: C([O:3][C:4]([C:6]1[C:7]2[CH:15]=[CH:14][CH:13]=[CH:12][C:8]=2[S:9][C:10]=1[NH2:11])=O)C.[CH:16]([NH2:18])=O>>[N:11]1[C:10]2[S:9][C:8]3[CH:12]=[CH:13][CH:14]=[CH:15][C:7]=3[C:6]=2[C:4]([OH:3])=[N:18][CH:16]=1. Starting materials: C(C)OC(=O)C=1C2=C(SC1N)C=CC=C2 (2-Amino-benzo[b]thiophene-3-carboxylic acid ethyl ester), C(=O)N (formamide). Reported procedure: The solution of 10 millimol IX in 15 milliliter milliliter formamide was stirred at 100° C. for 3 hours then cooled down to room temperature. The reaction mixture was poured onto crushed ice with continuous stirring then collected by filtration. The product was washed with water and n-hexane, then dried. Reactants: FC(CC=O)(F)F (3,3,3-Trifluoropropanal), S(=O)(=O)(O)[O-].[Na+] (sodium hydrogensulfate), [C-]#N.[K+] (potassium cyanide). Solvent: O (water). Conditions: temperature 0 celsius. The product is FC(CC(C#N)O)(F)F (4,4,4-trifluoro-2-hydroxybutanenitrile). Reaction SMILES: [F:1][C:2]([F:7])([F:6])[CH2:3][CH:4]=[O:5].S([O-])(O)(=O)=O.[Na+].[C-:14]#[N:15].[K+]>O>[F:1][C:2]([F:7])([F:6])[CH2:3][CH:4]([OH:5])[C:14]#[N:15] |f:1.2,3.4|. Reported procedure: 3,3,3-Trifluoropropanal was added to a mixture of sodium hydrogensulfate and water, with vigorously stirring at 0° C., followed by further stirring for 10 minutes. An aqueous solution of potassium cyanide was dropwise added, followed by reaction with stirring at 0° C. for 1 hour and then work-up and purification to obtain 4,4,4-trifluoro-2-hydroxybutanenitrile. Starting materials: NC(CCCC(=O)OC)C1=C(C=CC=C1OC)OC (methyl 5-amino-5-(2,6-dimethoxyphenyl)pentanoate), N1=C(C=CC2=CC=CC=C12)C=O (quinoline-2-carbaldehyde). Yields the product COC1=C(C(=CC=C1)OC)C1CCCC(N1CC1=NC2=CC=CC=C2C=C1)=O (6-(2,6-dimethoxyphenyl)-1-(quinolin-2-ylmethyl)piperidin-2-one). Reaction SMILES: [NH2:1][CH:2]([C:10]1[C:15]([O:16][CH3:17])=[CH:14][CH:13]=[CH:12][C:11]=1[O:18][CH3:19])[CH2:3][CH2:4][CH2:5][C:6]([O:8]C)=O.[N:20]1[C:29]2[C:24](=[CH:25][CH:26]=[CH:27][CH:28]=2)[CH:23]=[CH:22][C:21]=1[CH:30]=O>>[CH3:19][O:18][C:11]1[CH:12]=[CH:13][CH:14]=[C:15]([O:16][CH3:17])[C:10]=1[CH:2]1[N:1]([CH2:30][C:21]2[CH:22]=[CH:23][C:24]3[C:29](=[CH:28][CH:27]=[CH:26][CH:25]=3)[N:20]=2)[C:6](=[O:8])[CH2:5][CH2:4][CH2:3]1. Reported procedure: Prepared according to the described general procedure 1 (GP1) by reaction of methyl 5-amino-5-(2,6-dimethoxyphenyl)pentanoate with commercially available quinoline-2-carbaldehyde. Subsequent purification by preparative HPLC afforded the target compound. LC-MS (conditions A): tR=0.59 min.; [M+H]+: 377.18 g/mol. Reactants: C([C@@H](O)C1=CC=CC=C1)(=O)O (L-Mandelic acid), C(C1=CC=CC=C1)O (benzyl alcohol), C1(=CC=C(C=C1)S(=O)(=O)O)C (p-toluenesulfonic acid). Run in C1=CC=CC=C1 (benzene). Run at temperature 10 celsius. Yields the product C([C@@H](O)C1=CC=CC=C1)(=O)OCC1=CC=CC=C1 (benzyl L-mandelate). Isolated yield 42.0%. As a reaction SMILES: [C:1]([OH:11])(=[O:10])[C@H:2]([C:4]1[CH:9]=[CH:8][CH:7]=[CH:6][CH:5]=1)[OH:3].[CH2:12](O)[C:13]1[CH:18]=[CH:17][CH:16]=[CH:15][CH:14]=1.C1(C)C=CC(S(O)(=O)=O)=CC=1>C1C=CC=CC=1>[C:1]([O:11][CH2:12][C:13]1[CH:18]=[CH:17][CH:16]=[CH:15][CH:14]=1)(=[O:10])[C@H:2]([C:4]1[CH:9]=[CH:8][CH:7]=[CH:6][CH:5]=1)[OH:3]. Procedure details: L-Mandelic acid (10 g.), 6.91 g. of benzyl alcohol, and 75 mg. of p-toluenesulfonic acid in 70 ml. of benzene was refluxed under a Dean-Stark trap for a total of 28 hours on 4 consecutive days. The crude benzyl ester was obtained by successively concentrating the liquor and cooling it to about 10° C. a number of times. The fractions melting between 97° C. and 105° C. were combined, dissolved in CHCl3 and washed twice with 15-ml. portions of 5% aqueous NaHCO3 solution. After evaporation of the CH...